This data is from the Open Reaction Database (ORD), a public repository of structured organic reaction records. The task is: describe an organic reaction: reactants, conditions, products, and yield Starting materials: CS(=O)(=O)OCCC1=CC=C(C=C1)NC1=NC=2C3=C([C@@H](CC2C=N1)C1=CC=C(C=C1)F)C=CC=C3 ((S)-4-(6-(4-fluorophenyl)-5,6-dihydrobenzo[h]quinazolin-2-ylamino)phenethyl methanesulfonate), N1CCCCC1 (piperidine). The solvent is C(C)N(CC)CC (triethylamine). Yields the product FC1=CC=C(C=C1)[C@@H]1CC=2C=NC(=NC2C2=C1C=CC=C2)NC2=CC=C(C=C2)CCN2CCCCC2 ((S)-6-(4-fluorophenyl)-N-(4-(2-(piperidin-1-yl)ethyl)phenyl)-5,6-dihydrobenzo[h]quinazolin-2-amine). Reaction SMILES: CS(O[CH2:6][CH2:7][C:8]1[CH:13]=[CH:12][C:11]([NH:14][C:15]2[N:24]=[CH:23][C:22]3[CH2:21][C@@H:20]([C:25]4[CH:30]=[CH:29][C:28]([F:31])=[CH:27][CH:26]=4)[C:19]4[CH:32]=[CH:33][CH:34]=[CH:35][C:18]=4[C:17]=3[N:16]=2)=[CH:10][CH:9]=1)(=O)=O.[NH:36]1[CH2:41][CH2:40][CH2:39][CH2:38][CH2:37]1>C(N(CC)CC)C>[F:31][C:28]1[CH:27]=[CH:26][C:25]([C@H:20]2[C:19]3[CH:32]=[CH:33][CH:34]=[CH:35][C:18]=3[C:17]3[N:16]=[C:15]([NH:14][C:11]4[CH:12]=[CH:13][C:8]([CH2:7][CH2:6][N:36]5[CH2:41][CH2:40][CH2:39][CH2:38][CH2:37]5)=[CH:9][CH:10]=4)[N:24]=[CH:23][C:22]=3[CH2:21]2)=[CH:30][CH:29]=1. Reported procedure: This was synthesized by using (S)-4-(6-(4-fluorophenyl)-5,6-dihydrobenzo[h]quinazolin-2-ylamino)phenethyl methanesulfonate, piperidine and triethylamine as described in general procedure 2 to afford the desired product. M.p.=185-188° C. 1H NMR (CDCl3) 400 MHz δ 12.19 (brs, 1H), 10.89 (brs, 1H), 8.36 (brs, 1H), 8.01 (brs, 1H), 7.69 (d, J=6.6 Hz, 2H), 7.58-7.59 (m, 2H), 7.35 (d, J=6.2 Hz, 2H), 7.26 (d, J=2.7 Hz, 1H, 7.11-7.12 (m, 1H), 7.01-7.11 (m, 3H), 4.14 (s, 1H), 3.63 (d, J=10.5 Hz), 3.31-3.33... Starting materials: Cl (hydrochloric acid), C(C)(=O)N1CCNCC1 (N-Acetylpiperazine), [N-]=C=O.[Na+] (sodium isocyanate). The solvent is O (water). The product is C(C)(=O)N1CCN(CC1)C(=O)N (4-acetyl-1-piperazinecarboxamide). Isolated yield 53.0%. RXN SMILES: [C:1]([N:4]1[CH2:9][CH2:8][NH:7][CH2:6][CH2:5]1)(=[O:3])[CH3:2].Cl.[N-:11]=[C:12]=[O:13].[Na+]>O>[C:1]([N:4]1[CH2:9][CH2:8][N:7]([C:12]([NH2:11])=[O:13])[CH2:6][CH2:5]1)(=[O:3])[CH3:2] |f:2.3|. Procedure details: N-Acetylpiperazine (25.0 g) was added to water (100 ml) and dissolved under stirring at ambient temperature. Then, the solution was adjusted to pH 3.0 with 6 N hydrochloric acid (about 33 ml). After the solution was cooled, sodium isocyanate (15.2 g) was added in one portion thereto at a temperature of 5 to 10° C. Thereafter, the mixture was reacted for 4 hours at ambient temperature and then cooled on ice to −2 to 2° C. The mixture was stirred at the same temperature for 2 hours to precipitate ... Starting materials: C(C)OC(NC1=CC=C(C=C1)N1C(C=2C(C1=O)=CC=CC2)=O)=O ((4-Phtalimido-phenyl)-carbamic acid ethyl ester), [N+](=O)(O)[O-] (nitric acid). Run in C(C)(=O)O (acetic acid). Conditions: temperature 90 celsius, time 1 hour. Product: C(C)OC(NC1=C(C=C(C=C1)N1C(C=2C(C1=O)=CC=CC2)=O)[N+](=O)[O-])=O ((2-Nitro-4-phtalimido-phenyl)-carbamic acid ethyl ester). Yield: 88.8%. RXN SMILES: [CH2:1]([O:3][C:4](=[O:23])[NH:5][C:6]1[CH:11]=[CH:10][C:9]([N:12]2[C:16](=[O:17])[C:15]3=[CH:18][CH:19]=[CH:20][CH:21]=[C:14]3[C:13]2=[O:22])=[CH:8][CH:7]=1)[CH3:2].[N+:24]([O-])([OH:26])=[O:25]>C(O)(=O)C>[CH2:1]([O:3][C:4](=[O:23])[NH:5][C:6]1[CH:7]=[CH:8][C:9]([N:12]2[C:16](=[O:17])[C:15]3=[CH:18][CH:19]=[CH:20][CH:21]=[C:14]3[C:13]2=[O:22])=[CH:10][C:11]=1[N+:24]([O-:26])=[O:25])[CH3:2]. Procedure details: (4-Phtalimido-phenyl)-carbamic acid ethyl ester (99.0 g, 0.32 mol) is suspended in glacial acetic acid (1.5 L) and heated to 90° C. Fuming nitric acid (17.2 mL, 0.41 mol) is added dropwise over 30 minutes at 90-95° C. The reaction mixture is then stirred at 100° C. for 1 hour and cooled to ambient temperature. Crystallised solids are filtered off and washed with glacial acetic acid (500 mL), water (1 L) and diethylether (1 L) on the filter, then dried in vacuo to furnish 101 g (90%) of the title... The reactants are C(C=C)(=O)OC (methyl acrylate), COC1=C(O)C=CC(=C1)O (methoxyhydroquinone), C(CC)NCCC (dipropylamine). Solvent: CO (Methanol), CO (methanol). Reaction conditions: time 30 minute. Yields the product C(CC)N(CCC(=O)OC)CCC (methyl beta-dipropylaminopropionate). Isolated yield 99.6%. RXN SMILES: [C:1]([O:5][CH3:6])(=[O:4])[CH:2]=[CH2:3].COC1C=C(O)C=CC=1O.[CH2:17]([NH:20][CH2:21][CH2:22][CH3:23])[CH2:18][CH3:19]>CO>[CH2:17]([N:20]([CH2:21][CH2:22][CH3:23])[CH2:3][CH2:2][C:1]([O:5][CH3:6])=[O:4])[CH2:18][CH3:19]. Reported procedure: Methanol (128 g) was added to 344 g (4 moles) of methyl acrylate containing 500 ppm of methoxyhydroquinone and, while stirring and placed in a water bath, 404 g (4 moles) of dipropylamine was added dropwise thereinto over a period of 30 minutes. After completion of the dropping, the reaction was continued at 70° C. for three hours. After completion of the reaction, methanol was evaporated therefrom to give 746 g of methyl beta-dipropylaminopropionate. The purity as checked by gas chromatography ... Reactants: C(C)(C)N(CC)C(C)C (IPEA), C1COC(=O)N1P(=O)(N2CCOC2=O)Cl (BOPCl), Cl.ClCCCC(C(=O)NN)C1=CC(=C(C(=C1)F)F)F (5-chloro-2-(3,4,5-trifluorophenyl)pentanoic acid hydrazide hydrochloride), FC1=C(C=C(C(=C1)N1C=NC(=C1)C)OC)/C=C/C(=O)O ((E)-3-[2-fluoro-5-methoxy-4-(4-methyl-1H-imidazol-1-yl)phenyl]acrylic acid), [Cl-].[NH4+] (ammonium chloride). Solvent: C(Cl)Cl (methylene chloride), C(C)(=O)OCC (Ethyl acetate). Reaction conditions: time 1 hour. The product is FC1=C(C=C(C(=C1)N1C=NC(=C1)C)OC)/C=C/C(=O)NNC(C(CCCCl)C1=CC(=C(C(=C1)F)F)F)=O (5-chloro-2-(3,4,5-trifluorophenyl)pentanoic acid N′-{(E)-3-[2-fluoro-5-methoxy-4-(4-methyl-1H-imidazol-1-yl)phenyl]acryloyl}hydrazide). The yield is 103.6%. As a reaction SMILES: C(N(C(C)C)CC)(C)C.C1N(P(Cl)(N2C(=O)OCC2)=O)C(=O)OC1.Cl.[Cl:26][CH2:27][CH2:28][CH2:29][CH:30]([C:35]1[CH:40]=[C:39]([F:41])[C:38]([F:42])=[C:37]([F:43])[CH:36]=1)[C:31]([NH:33][NH2:34])=[O:32].[F:44][C:45]1[CH:50]=[C:49]([N:51]2[CH:55]=[C:54]([CH3:56])[N:53]=[CH:52]2)[C:48]([O:57][CH3:58])=[CH:47][C:46]=1/[CH:59]=[CH:60]/[C:61](O)=[O:62].[Cl-].[NH4+]>C(Cl)Cl.C(OCC)(=O)C>[F:44][C:45]1[CH:50]=[C:49]([N:51]2[CH:55]=[C:54]([CH3:56])[N:53]=[CH:52]2)[C:48]([O:57][CH3:58])=[CH:47][C:46]=1/[CH:59]=[CH:60]/[C:61]([NH:34][NH:33][C:31](=[O:32])[CH:30]([C:35]1[CH:36]=[C:37]([F:43])[C:38]([F:42])=[C:39]([F:41])[CH:40]=1)[CH2:29][CH2:28][CH2:27][Cl:26])=[O:62] |f:2.3,5.6|. Reported procedure: IPEA (0.31 mL) and BOPCl (119 mg) were added to a solution of 5-chloro-2-(3,4,5-trifluorophenyl)pentanoic acid hydrazide hydrochloride (114 mg) and (E)-3-[2-fluoro-5-methoxy-4-(4-methyl-1H-imidazol-1-yl)phenyl]acrylic acid (99 mg) in methylene chloride (5 mL), and the reaction solution was stirred at room temperature for one hour. Ethyl acetate and a saturated ammonium chloride solution were added to the reaction solution, and the organic layer was separated. The resulting organic layer was drie...